Task: describe an organic reaction: reactants, conditions, products, and yield. Dataset: the Open Reaction Database (ORD), a public repository of structured organic reaction records Reactants: FC(S(=O)(=O)OC1=CC=2[C@@H]([C@@H](CCC2C=C1)N1CCCC1)CC1=CC(=CC=C1)Cl)(F)F ((7R,8S)-8-(3-chlorobenzyl)-7-(pyrrolidin-1-yl)-5,6,7,8-tetrahydronaphthalen-2-yl trifluoromethanesulfonate), C(C=C)NS(=O)(=O)CCC (N-allylpropane-1-sulfonamide), C12CCCC(CCC1)B2 (9-borabicyclo[3.3.1]nonane), [OH-].[Na+] (sodium hydroxide), palladium tetrakistriphenylphosphine. The solvent is O1CCCC1 (tetrahydrofuran), C(C)(=O)OCC (ethyl acetate), O1CCCC1 (tetrahydrofuran). Conditions: time 2 hour. The product is Cl.ClC=1C=C(CC2C(CCC=3C=CC(=CC23)CCCNS(=O)(=O)CCC)N2CCCC2)C=CC1 (N-{3-[8-(3-Chlorobenzyl)-7-(pyrrolidin-1-yl)-5,6,7,8-tetrahydronaphthalen-2-yl]propyl}propane-1-sulfonamide hydrochloride). Reaction SMILES: [CH2:1]([NH:4][S:5]([CH2:8][CH2:9][CH3:10])(=[O:7])=[O:6])[CH:2]=[CH2:3].C12BC(CCC1)CCC2.FC(F)(F)S(O[C:26]1[CH:35]=[CH:34][C:33]2[CH2:32][CH2:31][C@@H:30]([N:36]3[CH2:40][CH2:39][CH2:38][CH2:37]3)[C@@H:29]([CH2:41][C:42]3[CH:47]=[CH:46][CH:45]=[C:44]([Cl:48])[CH:43]=3)[C:28]=2[CH:27]=1)(=O)=O.[OH-].[Na+]>O1CCCC1.C(OCC)(=O)C>[ClH:48].[Cl:48][C:44]1[CH:43]=[C:42]([CH:47]=[CH:46][CH:45]=1)[CH2:41][CH:29]1[C:28]2[CH:27]=[C:26]([CH2:3][CH2:2][CH2:1][NH:4][S:5]([CH2:8][CH2:9][CH3:10])(=[O:7])=[O:6])[CH:35]=[CH:34][C:33]=2[CH2:32][CH2:31][CH:30]1[N:36]1[CH2:40][CH2:39][CH2:38][CH2:37]1 |f:3.4,7.8|. Procedure: N-allylpropane-1-sulfonamide (0.238 g, 1.456 mmol) is added to a solution of 9-borabicyclo[3.3.1]nonane (0.185 g, 1.519 mmol) in tetrahydrofuran (4 mL). The reaction mixture was stirred for 2 h at room temperature. (7R,8S)-8-(3-chlorobenzyl)-7-(pyrrolidin-1-yl)-5,6,7,8-tetrahydronaphthalen-2-yl trifluoromethanesulfonate (0.3 g, 0.633 mmol) dissolved in tetrahydrofuran (2 mL), sodium hydroxide (0.063 g, 1.582 mmol in 0.06 mL water) and palladium tetrakistriphenylphosphine (0.073 g, 0.063 mmol) we...